Dataset: the Open Reaction Database (ORD), a public repository of structured organic reaction records. Task: describe an organic reaction: reactants, conditions, products, and yield Reactants: [Br-], C1CCOC1, C[Mg+], CCCn1c(=O)c2[nH]c(C3CC4CCC(=O)C3C4)nc2n(CCC)c1=O. Yields the product CCCn1c(=O)c2[nH]c(C3CC4CCC(C)(O)C3C4)nc2n(CCC)c1=O. Reaction SMILES: [Br-:27].[CH2:30]1[O:31][CH2:32][CH2:33][CH2:34]1.[CH3:28][Mg+:29].[O:1]=[C:2]1[CH2:3][CH2:4][CH:5]2[CH2:6][CH:7]([c:10]3[n:11][c:12]4[n:13]([CH2:24][CH2:25][CH3:26])[c:14](=[O:23])[n:15]([CH2:20][CH2:21][CH3:22])[c:16](=[O:19])[c:17]4[nH:18]3)[CH:8]1[CH2:9]2>>[OH:1][C:2]1([CH3:28])[CH2:3][CH2:4][CH:5]2[CH2:6][CH:7]([c:10]3[n:11][c:12]4[n:13]([CH2:24][CH2:25][CH3:26])[c:14](=[O:23])[n:15]([CH2:20][CH2:21][CH3:22])[c:16](=[O:19])[c:17]4[nH:18]3)[CH:8]1[CH2:9]2. The reactants are ClCC(/C(/C(=O)O)=N/OC)=O (4-chloro-2-(Z)-methoxyimino-3-oxo-butanoic acid), NC1[C@@H]2N(C(=C(CS2)CSC2=CN=NS2)C(=O)OCOCC[Si](C)(C)C)C1=O (2-(trimethylsilyl)ethoxymethyl 7-amino-3-[(1,2,3-thiadiazol-5-yl)thiomethyl]ceph-3-em-4-carboxylate), C(C)OC(=O)N1C(C=CC2=CC=CC=C12)OCC (1-ethoxycarbonyl-2-ethoxy-1,2-dihydroquinoline). Solvent: C(Cl)Cl (methylene chloride). Yields the product ClCC(/C(/C(=O)N[C@H]1[C@@H]2N(C(=C(CS2)CSC2=CN=NS2)C(=O)OCOCC[Si](C)(C)C)C1=O)=N/OC)=O (2-(Trimethylsilyl)ethoxymethyl 7β-[4-chloro-2-(Z)-methoxyimino-3-oxobutyramido]-3-[(1,2,3-thiadiazol-5-yl)thiomethyl]ceph-3-em-4-carboxylate). Yield: 20.7%. Reaction SMILES: [Cl:1][CH2:2][C:3](=[O:11])/[C:4](=[N:8]/[O:9][CH3:10])/[C:5]([OH:7])=O.[NH2:12][CH:13]1[C:38](=[O:39])[N:15]2[C:16]([C:27]([O:29][CH2:30][O:31][CH2:32][CH2:33][Si:34]([CH3:37])([CH3:36])[CH3:35])=[O:28])=[C:17]([CH2:20][S:21][C:22]3[S:26][N:25]=[N:24][CH:23]=3)[CH2:18][S:19][C@H:14]12.C(OC(N1C2C(=CC=CC=2)C=CC1OCC)=O)C>C(Cl)Cl>[Cl:1][CH2:2][C:3](=[O:11])/[C:4](=[N:8]/[O:9][CH3:10])/[C:5]([NH:12][C@@H:13]1[C:38](=[O:39])[N:15]2[C:16]([C:27]([O:29][CH2:30][O:31][CH2:32][CH2:33][Si:34]([CH3:35])([CH3:37])[CH3:36])=[O:28])=[C:17]([CH2:20][S:21][C:22]3[S:26][N:25]=[N:24][CH:23]=3)[CH2:18][S:19][C@H:14]12)=[O:7]. Procedure details: A solution of 4-chloro-2-(Z)-methoxyimino-3-oxo-butanoic acid (2.17 g, 4.77 mmol.), 2-(trimethylsilyl)ethoxymethyl 7-amino-3-[(1,2,3-thiadiazol-5-yl)thiomethyl]ceph-3-em-4-carboxylate (0.85 g, 4.77 mmol.), and 1-ethoxycarbonyl-2-ethoxy-1,2-dihydroquinoline (1.18 g, 4.77 mmol.) in 40 ml of methylene chloride was stirred at room temperature for 3 hours then worked up as described in Example 6 to afford 0.615 g of the ester. NMR (CDCl3) δ0.03 [S, 9H, --Si(CH3)3 ], 0.97 (t, 2H, J=7.5 Hz, --CH2Si--),... Starting materials: O1CC(NCC12CCNCC2)=O (1-oxa-4,9-diazaspiro[5.5]undecan-3-one), C1(=CC=CC=C1)CCBr (phenylethyl bromide), O (water). The solvent is CN(C=O)C (dimethylformamide), C(C)N(CC)CC (triethylamine). Product: C1(=CC=CC=C1)CCN1CCC2(CNC(CO2)=O)CC1 (9-(2-phenylethyl)-1-oxa-4,9-diazaspiro[5.5]undecan-3-one). Reaction SMILES: [O:1]1[C:6]2([CH2:11][CH2:10][NH:9][CH2:8][CH2:7]2)[CH2:5][NH:4][C:3](=[O:12])[CH2:2]1.[C:13]1([CH2:19][CH2:20]Br)[CH:18]=[CH:17][CH:16]=[CH:15][CH:14]=1.O>CN(C)C=O.C(N(CC)CC)C>[C:13]1([CH2:19][CH2:20][N:9]2[CH2:8][CH2:7][C:6]3([O:1][CH2:2][C:3](=[O:12])[NH:4][CH2:5]3)[CH2:11][CH2:10]2)[CH:18]=[CH:17][CH:16]=[CH:15][CH:14]=1. Procedure details: A solution of 3.0 g of 1-oxa-4,9-diazaspiro[5.5]undecan-3-one and 5 ml of phenylethyl bromide in 60 ml of dimethylformamide and 10 ml of triethylamine was heated at 70° C. for 3 hours. The mixture was poured into water, extracted with methylene chloride and the extract was washed with water and evaporated. Crystallization of the residue from ethyl acetate gave 1.2 g of 9-(2-phenylethyl)-1-oxa-4,9-diazaspiro[5.5]undecan-3-one, m.p. 140°-141° C. The HCl salt of 9-(2-phenethyl)-1-oxa-4,9-diazaspiro... Starting materials: ClCC(=O)N[C@H]1CN2C(OC1)=NC(=C2)[N+](=O)[O-] ((S)-2-chloro-N-(2-nitro-6,7-dihydro-5H-imidazo[2,1-b][1,3]oxazin-6-yl)acetamide), FC(OC1=CC=C(CC2CCNCC2)C=C1)(F)F (4-(4-(trifluoromethoxy)benzyl)piperidine). Product: FC(OC1=CC=C(CC2CCN(CC2)CC(=O)N[C@H]2CN3C(OC2)=NC(=C3)[N+](=O)[O-])C=C1)(F)F (4-(4-(trifluoromethoxy)benzyl)piperidin-1-yl-N—((S)-6,7-dihydro-2-nitro-5H-imidazo[2,1-b][1,3]oxazin-6-yl)-acetamide). Isolated yield 62.1%. Reaction SMILES: Cl[CH2:2][C:3]([NH:5][C@@H:6]1[CH2:11][O:10][C:9]2=[N:12][C:13]([N+:15]([O-:17])=[O:16])=[CH:14][N:8]2[CH2:7]1)=[O:4].[F:18][C:19]([F:35])([F:34])[O:20][C:21]1[CH:33]=[CH:32][C:24]([CH2:25][CH:26]2[CH2:31][CH2:30][NH:29][CH2:28][CH2:27]2)=[CH:23][CH:22]=1>>[F:34][C:19]([F:18])([F:35])[O:20][C:21]1[CH:22]=[CH:23][C:24]([CH2:25][CH:26]2[CH2:31][CH2:30][N:29]([CH2:2][C:3]([NH:5][C@@H:6]3[CH2:11][O:10][C:9]4=[N:12][C:13]([N+:15]([O-:17])=[O:16])=[CH:14][N:8]4[CH2:7]3)=[O:4])[CH2:28][CH2:27]2)=[CH:32][CH:33]=1. Procedure: Similar to the manipulation of example 1, with (S)-2-chloro-N-(2-nitro-6,7-dihydro-5H-imidazo[2,1-b][1,3]oxazin-6-yl)acetamide (130 mg, 0.50 mmol) and 4-(4-(trifluoromethoxy)benzyl)piperidine (259 mg, 1.0 mmol) as crude materials, 150 mg title compound was generated and yield was 62%. Starting materials: C(C)(C)(C)OC(NN1C=CC2=CC(=CC=C12)CN1C(C(=C(C=C1C)OCC1=C(C=C(C=C1)F)F)Cl)=O)=O (5-[3-Chloro-4-(2,4-difluorobenzyloxy)-6-methyl-2-oxo-2H-pyridin-1-ylmethyl]indole-1-carbamic acid tert-butyl ester). The solvent is CS(=O)C (DMSO), O (water). Reaction conditions: temperature 120 celsius, time 20 hour. Product: ClC=1C(N(C(=CC1OCC1=C(C=C(C=C1)F)F)C)CC=1C=C2C=CNC2=CC1)=O (3-Chloro-4-(2,4-difluorobenzyloxy)-6-methyl-1-(1H-indol-5-ylmethyl)-1H-pyridin-2-one). RXN SMILES: C(OC(=O)N[N:8]1[C:16]2[C:11](=[CH:12][C:13]([CH2:17][N:18]3[C:23]([CH3:24])=[CH:22][C:21]([O:25][CH2:26][C:27]4[CH:32]=[CH:31][C:30]([F:33])=[CH:29][C:28]=4[F:34])=[C:20]([Cl:35])[C:19]3=[O:36])=[CH:14][CH:15]=2)[CH:10]=[CH:9]1)(C)(C)C>CS(C)=O.O>[Cl:35][C:20]1[C:19](=[O:36])[N:18]([CH2:17][C:13]2[CH:12]=[C:11]3[C:16](=[CH:15][CH:14]=2)[NH:8][CH:9]=[CH:10]3)[C:23]([CH3:24])=[CH:22][C:21]=1[O:25][CH2:26][C:27]1[CH:32]=[CH:31][C:30]([F:33])=[CH:29][C:28]=1[F:34]. Procedure: 5-[3-Chloro-4-(2,4-difluorobenzyloxy)-6-methyl-2-oxo-2H-pyridin-1-ylmethyl]indole-1-carbamic acid tert-butyl ester (1.08 g, 2.1 mmol) dissolved in 40 mL of DMSO was stirred at 120° C. for 20 hours. The reaction was cooled to room temperature, diluted with water, and washed 5 times with ethyl acetate. The combined organics were washed 1 time with brine, dried (MgSO4), filtered, and concentrated under reduced pressure. 1H NMR (300 MHz, DMSO-d6) δ 11.1 (br s, 1H), 7.67 (d, J=6.7 Hz, 1H), 7.36-7.32 ... The product is C(CCC)[Sn](C=CCCC(=O)O[Sn](CCCC)(CCCC)CCCC)(CCCC)CCCC (tri-n-butylstannyl 5-(tri-n-butylstannyl)-4-pentenoate). Starting materials: C(CCC)[SnH](CCCC)CCCC (tri-n-butyltinhydride), C(CCC#C)(=O)O (4-pentynoic acid). Run at temperature 60 celsius. Procedure: A mixture of tri-n-butyltinhydride (b 2.0 equiv.) (Aldrich) and 4-pentynoic acid (1.0 equiv.) (Aldrich) is warmed to 60° C. for six hours. Kugelrohr distillation of the crude product gives tri-n-butylstannyl 5-(tri-n-butylstannyl)-4-pentenoate acid. As a reaction SMILES: [CH2:1]([SnH:5]([CH2:10][CH2:11][CH2:12][CH3:13])[CH2:6][CH2:7][CH2:8][CH3:9])[CH2:2][CH2:3][CH3:4].[C:14]([OH:20])(=[O:19])[CH2:15][CH2:16][C:17]#[CH:18]>>[CH2:10]([Sn:5]([CH2:1][CH2:2][CH2:3][CH3:4])([CH2:6][CH2:7][CH2:8][CH3:9])[CH:18]=[CH:17][CH2:16][CH2:15][C:14]([O:20][Sn:5]([CH2:6][CH2:7][CH2:8][CH3:9])([CH2:10][CH2:11][CH2:12][CH3:13])[CH2:1][CH2:2][CH2:3][CH3:4])=[O:19])[CH2:11][CH2:12][CH3:13]. Starting materials: CCCC[N+](CCCC)(CCCC)CCCC, C1CCOC1, C[Si](C)(C)C#Cc1ccc2c(ccn2CCO)c1, [F-]. The product is C#Cc1ccc2c(ccn2CCO)c1. As a reaction SMILES: [CH2:2]([N+:3]([CH2:4][CH2:5][CH2:6][CH3:7])([CH2:8][CH2:9][CH2:10][CH3:11])[CH2:12][CH2:13][CH2:14][CH3:15])[CH2:16][CH2:17][CH3:18].[CH2:37]1[O:38][CH2:39][CH2:40][CH2:41]1.[CH3:19][Si:20]([CH3:21])([CH3:22])[C:23]#[C:24][c:25]1[cH:26][c:27]2[cH:28][cH:29][n:30]([CH2:34][CH2:35][OH:36])[c:31]2[cH:32][cH:33]1.[F-:1]>>[CH:23]#[C:24][c:25]1[cH:26][c:27]2[cH:28][cH:29][n:30]([CH2:34][CH2:35][OH:36])[c:31]2[cH:32][cH:33]1. Procedure details: Stir 1.0 mol of adamantane carboxylic acid in 600 ml of methanol. Under ice cooling, drop 1.53 mol of acetyl chloride into the solution within 1 h. Remove the ice bath, and allow the reaction mixture to reach room temperature. Subsequently, heat for 3 hrs under reflux. Evaporate the reaction mixture to dryness under vacuum and distill. (Yield: 97%). Yield: 97.0%. RXN SMILES: [C:1]12([C:11]([OH:13])=[O:12])[CH2:10][CH:5]3[CH2:6][CH:7]([CH2:9][CH:3]([CH2:4]3)[CH2:2]1)[CH2:8]2.C(Cl)(=O)C>CO>[CH3:1][C:11]([OH:13])=[O:12].[CH:1]12[CH2:10][CH:5]3[CH2:6][CH:7]([CH2:9][CH:3]([CH2:4]3)[CH2:2]1)[CH2:8]2 |f:3.4|. The reactants are C12(CC3CC(CC(C1)C3)C2)C(=O)O (adamantane carboxylic acid), C(C)(=O)Cl (acetyl chloride). Yields the product CC(=O)O.C12CC3CC(CC(C1)C3)C2 (Adamantane Methyl Carboxylate). Solvent: CO (methanol).